This data is from the Open Reaction Database (ORD), a public repository of structured organic reaction records. The task is: describe an organic reaction: reactants, conditions, products, and yield The reactants are FC(C=1C=C(C(=O)N2[C@@H](CN(CC2)CC2=CC=CC=C2)CC2=CC=C(C=C2)OC)C=C(C1)C(F)(F)F)(F)F ((2R)-1-[3,5-bis(trifluoromethyl)-benzoyl]-2-(4-methoxybenzyl)-4-benzylpiperazine), O (water), C(=O)[O-].[NH4+] (ammonium formate). Reagents/catalysts: [Pd] (palladium on activated carbon). Run in C(C)O (ethanol). Conditions: temperature 60 celsius, time 2 hour. Product: FC(C=1C=C(C(=O)N2[C@@H](CNCC2)CC2=CC=C(C=C2)OC)C=C(C1)C(F)(F)F)(F)F ((2R)-1-[3,5-bis(trifluoromethyl)benzoyl]-2-(4-methoxybenzyl)piperazine). Isolated yield 78.0%. As a reaction SMILES: [F:1][C:2]([F:38])([F:37])[C:3]1[CH:4]=[C:5]([CH:30]=[C:31]([C:33]([F:36])([F:35])[F:34])[CH:32]=1)[C:6]([N:8]1[CH2:13][CH2:12][N:11](CC2C=CC=CC=2)[CH2:10][C@H:9]1[CH2:21][C:22]1[CH:27]=[CH:26][C:25]([O:28][CH3:29])=[CH:24][CH:23]=1)=[O:7].O.C([O-])=O.[NH4+]>C(O)C.[Pd]>[F:38][C:2]([F:1])([F:37])[C:3]1[CH:4]=[C:5]([CH:30]=[C:31]([C:33]([F:34])([F:35])[F:36])[CH:32]=1)[C:6]([N:8]1[CH2:13][CH2:12][NH:11][CH2:10][C@H:9]1[CH2:21][C:22]1[CH:27]=[CH:26][C:25]([O:28][CH3:29])=[CH:24][CH:23]=1)=[O:7] |f:2.3|. Reported procedure: To a solution of (2R)-1-[3,5-bis(trifluoromethyl)-benzoyl]-2-(4-methoxybenzyl)-4-benzylpiperazine (4.90 g) in ethanol (50 ml) were added water (5 ml), ammonium formate (1.44 g), and 10% palladium on activated carbon [50% wet] (0.49 g) under nitrogen atmosphere. The reaction mixture was heated at 60° C. with stirring for 2 hours. Insoluble material was removed by filtration, and the filtrate was concentrated under reduced pressure. Ethyl acetate (40 ml) and water (40 ml) were added to the residue... Reaction conditions: time 60 minute. Yields the product ClCCCCC(=O)C1=CC2=C(CCN(CC2)C(=O)NCC)C=C1 (7-(5-Chloropentanoyl)-N-ethyl-1,2,4,5-tetrahydro-3H-3-benzazepine-3-carboxamide). Reactants: C(C)N=C=O (Ethyl isocyanate), ClCCCCC(=O)C1=CC2=C(CCNCC2)C=C1 (5-chloro-1-(2,3,4,5-tetrahydro-1H-3-benzazepin-7-yl)-1-pentanone), O (water). Run in O1CCCC1 (tetrahydrofuran). Reaction SMILES: [CH2:1]([N:3]=[C:4]=[O:5])[CH3:2].[Cl:6][CH2:7][CH2:8][CH2:9][CH2:10][C:11]([C:13]1[CH:23]=[CH:22][C:16]2[CH2:17][CH2:18][NH:19][CH2:20][CH2:21][C:15]=2[CH:14]=1)=[O:12].O>O1CCCC1>[Cl:6][CH2:7][CH2:8][CH2:9][CH2:10][C:11]([C:13]1[CH:23]=[CH:22][C:16]2[CH2:17][CH2:18][N:19]([C:4]([NH:3][CH2:1][CH3:2])=[O:5])[CH2:20][CH2:21][C:15]=2[CH:14]=1)=[O:12]. Procedure details: Ethyl isocyanate (781 μl) was added to a solution of 5-chloro-1-(2,3,4,5-tetrahydro-1H-3-benzazepin-7-yl)-1-pentanone (2.3 g) obtained in Reference Example 121 in tetrahydrofuran (30 ml). After stirring at room temperature for 60 minutes, water (50 g) was added, extracted with ethyl acetate, and washed with brine. The organic layer was dried over anhydrous sodium sulfate, and the solvent was evaporated under reduced pressure to give a colorless solid (2.2 g). Reactants: CCN(C(C)C)C(C)C (DIPEA), FC1=CC(=C(C=C1)C1=C(C=NC=C1)N(C(C1=CC(=CC(=C1)C(F)(F)F)S)=O)C)OC (N-(4-(4-fluoro-2-methoxyphenyl)pyridin-3-yl)-3-mercapto-N-methyl-5-(trifluoromethyl)benzamide), BrCCCCC(=O)O (5-bromopentanoic acid), CCN(C(C)C)C(C)C (DIPEA), [NH4+].[Cl-] (NH4Cl). Run in C(C)#N (acetonitrile), CCOC(=O)C (EtOAc). Run at time 18 hour. The product is FC1=CC(=C(C=C1)C1=C(C=NC=C1)N(C(=O)C=1C=C(C=C(C1)C(F)(F)F)SCCCCC(=O)O)C)OC (5-(3-{[4-(4-Fluoro-2-methoxy-phenyl)-pyridin-3-yl]-methyl-carbamoyl}-5-trifluoromethyl-phenylsulfanyl)-pentanoic acid). RXN SMILES: [F:1][C:2]1[CH:7]=[CH:6][C:5]([C:8]2[CH:13]=[CH:12][N:11]=[CH:10][C:9]=2[N:14]([CH3:28])[C:15](=[O:27])[C:16]2[CH:21]=[C:20]([C:22]([F:25])([F:24])[F:23])[CH:19]=[C:18]([SH:26])[CH:17]=2)=[C:4]([O:29][CH3:30])[CH:3]=1.Br[CH2:32][CH2:33][CH2:34][CH2:35][C:36]([OH:38])=[O:37].CCN(C(C)C)C(C)C.[NH4+].[Cl-]>C(#N)C.CCOC(C)=O>[F:1][C:2]1[CH:7]=[CH:6][C:5]([C:8]2[CH:13]=[CH:12][N:11]=[CH:10][C:9]=2[N:14]([CH3:28])[C:15]([C:16]2[CH:17]=[C:18]([S:26][CH2:32][CH2:33][CH2:34][CH2:35][C:36]([OH:38])=[O:37])[CH:19]=[C:20]([C:22]([F:25])([F:24])[F:23])[CH:21]=2)=[O:27])=[C:4]([O:29][CH3:30])[CH:3]=1 |f:3.4|. Procedure: To a suspension of N-(4-(4-fluoro-2-methoxyphenyl)pyridin-3-yl)-3-mercapto-N-methyl-5-(trifluoromethyl)benzamide (0.115 g, 264 μmol, Example 216, intermediate a) in acetonitrile (2 mL) were added 5-bromopentanoic acid (59.6 mg, 329 μmol) and DIPEA (85.1 mg, 115 μL, 659 μmol). After the addition of DIPEA the white suspension turned to a light yellow solution, which was stirred at room temperature for 18 hours. The reaction mixture was poured on saturated aqueous NH4Cl solution and EtOAc and the l... Reactants: Δ-3-carene, Δ-3-carene, C(CC)=O (propionaldehyde), C(C)(=O)OCC (ethyl acetate), Δ-3-carene, Δ-3-carene, O=O (oxygen). The reagents and catalysts are Di(acetate)3. Run at time 4 hour. The product is C12CC(=CCC1C2(C)C)C (3-carene). RXN SMILES: [CH:1](=O)[CH2:2][CH3:3].O=O.C(O[CH2:11][CH3:12])(=O)C>>[CH:2]12[C:3]([CH3:12])([CH3:11])[CH:3]1[CH2:2][CH:1]=[C:11]([CH3:12])[CH2:1]2. Procedure: Δ-3-carene was epoxidized by the above-described procedure, using Di(acetate)3 as catalyst (1% based on the weight of Δ-3-carene) and ethyl acetate as solvent (volume ratio solvent to Δ-3-carene 3:1). The final mol ratio propionaldehyde to Δ-3-carene was 1.5:1, oxygen was bubbled through at a rate of 8 liters/hour, and reaction time was 4 hours. Starting materials: ClCCl, O=C(OC(Cl)(Cl)Cl)OC(Cl)(Cl)Cl, [Na+], O=C([O-])O, CCC(N)c1ccccc1. The product is CCC(N=C=O)c1ccccc1. RXN SMILES: [CH2:28]([Cl:29])[Cl:30].[Cl:16][C:17]([Cl:18])([O:19][C:20](=[O:21])[O:22][C:23]([Cl:24])([Cl:25])[Cl:26])[Cl:27].[Na+:15].[O-:11][C:12]([OH:13])=[O:14].[c:1]1([CH:7]([CH2:8][CH3:9])[NH2:10])[cH:2][cH:3][cH:4][cH:5][cH:6]1>>[c:1]1([CH:7]([CH2:8][CH3:9])[N:10]=[C:12]=[O:11])[cH:2][cH:3][cH:4][cH:5][cH:6]1. Starting materials: CC(C)=O, [O-][Cl+][O-], O=Cc1ccccc1F, NS(=O)(=O)O, [Na+], O. The product is O=C(O)c1ccccc1F. RXN SMILES: [CH3:20][C:21](=[O:22])[CH3:23].[Cl+:1]([O-:2])[O-:3].[F:5][c:6]1[c:7]([CH:8]=[O:9])[cH:10][cH:11][cH:12][cH:13]1.[NH2:14][S:15]([OH:16])(=[O:17])=[O:18].[Na+:4].[OH2:19]>>[F:5][c:6]1[c:7]([C:8]([OH:9])=[O:16])[cH:10][cH:11][cH:12][cH:13]1.